Task: describe an organic reaction: reactants, conditions, products, and yield. Dataset: the Open Reaction Database (ORD), a public repository of structured organic reaction records Reactants: ClCCl, O=C(c1cc(-c2ccccc2)c(=O)n2c1-c1sccc1CC2)N1CCC(O)CC1, O=[Cr](=O)([O-])Cl, c1cc[nH+]cc1. The product is O=C1CCN(C(=O)c2cc(-c3ccccc3)c(=O)n3c2-c2sccc2CC3)CC1. RXN SMILES: [CH2:41]([Cl:42])[Cl:43].[O:1]=[c:2]1[n:3]2[c:8]([c:9]([C:18](=[O:19])[N:20]3[CH2:21][CH2:22][CH:23]([OH:26])[CH2:24][CH2:25]3)[cH:10][c:11]1-[c:12]1[cH:13][cH:14][cH:15][cH:16][cH:17]1)-[c:7]1[c:6]([cH:29][cH:28][s:27]1)[CH2:5][CH2:4]2.[O:30]=[Cr:31]([Cl:32])([O-:33])=[O:34].[nH+:35]1[cH:36][cH:37][cH:38][cH:39][cH:40]1>>[O:1]=[c:2]1[n:3]2[c:8]([c:9]([C:18](=[O:19])[N:20]3[CH2:21][CH2:22][C:23](=[O:26])[CH2:24][CH2:25]3)[cH:10][c:11]1-[c:12]1[cH:13][cH:14][cH:15][cH:16][cH:17]1)-[c:7]1[c:6]([cH:29][cH:28][s:27]1)[CH2:5][CH2:4]2. The reactants are C(C)#N (acetonitrile), O(C1=CC=CC=C1)C(=O)NC=1C=C(C=CC1)C=1N(N=NC1S)C (4-(3-phenoxycarbonylaminophenyl)-3-methyl-5-mercaptotriazole), C(C(=O)O)(=O)O (oxalic acid), NCCCP(OCC)(OCC)=O (diethyl 3-aminopropylphosphonate). The solvent is C(C)N(CC)CC (triethylamine). Yields the product C(C)OP(=O)(OCC)CCCNC(NC=1C=C(C=CC1)C=1N(N=NC1S)C)=O (4-[3-{3-(3-diethylphosphonopropyl) ureido}phenyl]-3-methyl-5-mercaptotriazole). Isolated yield 94.0%. Reaction SMILES: C(#N)C.O([C:11]([NH:13][C:14]1[CH:15]=[C:16]([C:20]2[N:21]([CH3:26])[N:22]=[N:23][C:24]=2[SH:25])[CH:17]=[CH:18][CH:19]=1)=[O:12])C1C=CC=CC=1.C(O)(=O)C(O)=O.[NH2:33][CH2:34][CH2:35][CH2:36][P:37](=[O:44])([O:41][CH2:42][CH3:43])[O:38][CH2:39][CH3:40]>C(N(CC)CC)C>[CH2:42]([O:41][P:37]([CH2:36][CH2:35][CH2:34][NH:33][C:11](=[O:12])[NH:13][C:14]1[CH:15]=[C:16]([C:20]2[N:21]([CH3:26])[N:22]=[N:23][C:24]=2[SH:25])[CH:17]=[CH:18][CH:19]=1)([O:38][CH2:39][CH3:40])=[O:44])[CH3:43]. Procedure: 40 ml of acetonitrile was added to 5.0 g of 4-(3-phenoxycarbonylaminophenyl)-3-methyl-5-mercaptotriazole (6) prepared in Step 1-5. 8.2 g of triethylamine was added to the system. 4.1 g of oxalic acid salt of diethyl 3-aminopropylphosphonate (8) prepared in Step 1-7 was added to the system. The system was then allowed to undergo reaction at a temperature of 50° C. over 4 hours. After the completion of the reaction, the solvent was distilled off under reduced pressure. 100 ml of water was added to...